Dataset: the Open Reaction Database (ORD), a public repository of structured organic reaction records. Task: describe an organic reaction: reactants, conditions, products, and yield Starting materials: [BH4-], CCO, [Na+], O, CCOC(=O)COc1cccc(CC(=O)c2cccc(OCc3ccc4ccccc4n3)c2)c1. Yields the product CCOC(=O)COc1cccc(CC(O)c2cccc(OCc3ccc4ccccc4n3)c2)c1. Reaction SMILES: [BH4-:35].[CH3:37][CH2:38][OH:39].[Na+:36].[OH2:40].[n:1]1[c:2]([CH2:11][O:12][c:13]2[cH:14][c:15]([C:19]([CH2:20][c:21]3[cH:22][c:23]([O:24][CH2:25][C:26](=[O:27])[O:28][CH2:29][CH3:30])[cH:31][cH:32][cH:33]3)=[O:34])[cH:16][cH:17][cH:18]2)[cH:3][cH:4][c:5]2[cH:6][cH:7][cH:8][cH:9][c:10]12>>[n:1]1[c:2]([CH2:11][O:12][c:13]2[cH:14][c:15]([CH:19]([CH2:20][c:21]3[cH:22][c:23]([O:24][CH2:25][C:26](=[O:27])[O:28][CH2:29][CH3:30])[cH:31][cH:32][cH:33]3)[OH:34])[cH:16][cH:17][cH:18]2)[cH:3][cH:4][c:5]2[cH:6][cH:7][cH:8][cH:9][c:10]12. Yields the product CC1=C(C=C(C=C1)N2CCNCC2)[N+](=O)[O-]. Reagents/catalysts: C(=O)([O-])[O-].[Cs+].[Cs+], C1=CC=C(C=C1)P(C2=CC=CC=C2)C3=C(C4=CC=CC=C4C=C3)C5=C(C=CC6=CC=CC=C65)P(C7=CC=CC=C7)C8=CC=CC=C8, CC(=O)O.CC(=O)O.[Pd]. Isolated yield 39.2%. The solvent is CC1=CC=CC=C1. Run at temperature 110 celsius. Starting materials: C1CNCCN1, CC1=C(C=C(C=C1)Br)[N+](=O)[O-]. Reported procedure: palladium(II) acetate (0.065 g, 0.29 mmol), BINAP (0.144 g, 0.23 mmol) and CS2CO3 (0.943 g, 2.89 mmol) were added to a mixture of 4-bromo-1-methyl-2-nitrobenzene (0.5 g, 2.31 mmol) and piperazine (1.623 g, 18.84 mmol) . The suspension were heated to 110 °C for 24 hours, LCMS showed product mass [M+1]: 222.1 at retension time RT=1.21 min (polar short purity method). Workup reaction by additional of water (10mL), extracted with EtOAc (3x20 mL), washed with brine, dried with Na2SO4, evaporated off ... Starting materials: CN(CCCC(O)(C1=CC=C(C=C1)F)C1=C(C=C(C#N)C=C1)CO)C ((RS)-(±)4-[4-(dimethylamino)-1-(4-fluorophenyl)-1-hydroxy-1-butyl]-3-(hydroxymethyl)-benzonitrile), C(=O)([O-])[O-].[K+].[K+] (K2CO3), ClC1=C(C=C(C=C1)Cl)[N+](=O)[O-] (2,5-dichloronitrobenzene), O.O.C(C(=O)O)(=O)O (oxalic acid dihydrate). The solvent is CS(=O)C (dimethylsulfoxide), O (water), CC(=O)C (acetone). Run at temperature 100 celsius, time 15 hour. Product: CN(C)CCC[C@@]1(C2=C(CO1)C=C(C=C2)C#N)C3=CC=C(C=C3)F.C(=O)(C(=O)O)O (Citalopram Oxalate). Reaction SMILES: [CH3:1][N:2]([CH3:25])[CH2:3][CH2:4][CH2:5][C:6]([C:15]1[CH:22]=[CH:21][C:18]([C:19]#[N:20])=[CH:17][C:16]=1[CH2:23]O)([C:8]1[CH:13]=[CH:12][C:11]([F:14])=[CH:10][CH:9]=1)[OH:7].C([O-])([O-])=O.[K+].[K+].ClC1C=CC(Cl)=CC=1[N+]([O-])=O.O.O.[C:45]([OH:50])(=[O:49])[C:46]([OH:48])=[O:47]>CS(C)=O.CC(C)=O.O>[CH3:25][N:2]([CH2:3][CH2:4][CH2:5][C@@:6]1([C:8]2[CH:9]=[CH:10][C:11]([F:14])=[CH:12][CH:13]=2)[O:7][CH2:23][C:16]2[CH:17]=[C:18]([C:19]#[N:20])[CH:21]=[CH:22][C:15]1=2)[CH3:1].[C:46]([OH:48])([C:45]([OH:50])=[O:49])=[O:47] |f:1.2.3,5.6.7,11.12|. Procedure: To a solution of 10 gm of (RS)-(±)4-[4-(dimethylamino)-1-(4-fluorophenyl)-1-hydroxy-1-butyl]-3-(hydroxymethyl)-benzonitrile in 50 ml of dimethylsulfoxide (DMSO) at room temperature was added 12 gm of anhydrous K2CO3 and 6.73 gm of 2,5-dichloronitrobenzene was added to the above reaction mixture at room temperature and stirred at 100° C. for 15 hours. To the reaction mixture, 250 ml of water was added and extracted with toluene, the toluene layer was washed with water and 5% sodium hydroxide solu... The reactants are CC(=O)O, O=[N+]([O-])c1ccc(Cl)c(-c2ccncc2F)c1, [Fe], [Na+], [Na+], O=C([O-])[O-]. Yields the product Nc1ccc(Cl)c(-c2ccncc2F)c1. RXN SMILES: [CH3:24][C:25](=[O:26])[OH:27].[Cl:1][c:2]1[c:3](-[c:11]2[c:12]([F:17])[cH:13][n:14][cH:15][cH:16]2)[cH:4][c:5]([N+:8]([O-:9])=[O:10])[cH:6][cH:7]1.[Fe:28].[Na+:18].[Na+:19].[O-:20][C:21](=[O:22])[O-:23]>>[Cl:1][c:2]1[c:3](-[c:11]2[c:12]([F:17])[cH:13][n:14][cH:15][cH:16]2)[cH:4][c:5]([NH2:8])[cH:6][cH:7]1.